This data is from the Open Reaction Database (ORD), a public repository of structured organic reaction records. The task is: describe an organic reaction: reactants, conditions, products, and yield As a reaction SMILES: [CH:1](=[C:8]([CH2:13][OH:14])[C:9]([O:11][CH3:12])=[O:10])[C:2]1[CH:7]=[CH:6][CH:5]=[CH:4][CH:3]=1.[H][H]>CO.[C].[Pd]>[OH:14][CH2:13][CH:8]([CH2:1][C:2]1[CH:7]=[CH:6][CH:5]=[CH:4][CH:3]=1)[C:9]([O:11][CH3:12])=[O:10] |f:3.4|. Yields the product OCC(C(=O)OC)CC1=CC=CC=C1 (methyl 2-hydroxymethyl-3-phenylpropionate). Isolated yield 99.2%. Procedure details: Methyl 2-benzylidene-3-hydroxypropionate (847.2 mg, 4.408 mmols) was dissolved in 8 ml of methanol, and 21.7 mg (water content 2.7%) of 5% palladium-carbon were added thereto to conduct catalytic reduction in a hydrogen atmosphere for 140 minutes. After the completion of the reaction, the reaction solution was filtered with Celite to remove the palladium-carbon. The resulting solution was concentrated under reduced pressure to obtain 849.2 mg of a crude product of the above title compound. Starting materials: C(C1=CC=CC=C1)=C(C(=O)OC)CO (Methyl 2-benzylidene-3-hydroxypropionate), [H][H] (hydrogen). The reagents and catalysts are [C].[Pd] (palladium-carbon). Run in CO (methanol). Reactants: OC=1C=C(C=CC1O)C(C)=O (3′,4′-dihydroxyacetophenone), C([O-])([O-])=O.[K+].[K+] (potassium carbonate), C(C1=CC=CC=C1)Br (benzyl bromide). The solvent is CN(C(C)=O)C (N,N-dimethylacetamide). Reaction conditions: time 90 minute. The product is C(C1=CC=CC=C1)OC1=C(C=C(C=C1)C(C)=O)O (1-[4-(benzyloxy)-3-hydroxyphenyl]ethanone). RXN SMILES: [OH:1][C:2]1[CH:3]=[C:4]([C:9](=[O:11])[CH3:10])[CH:5]=[CH:6][C:7]=1[OH:8].C(=O)([O-])[O-].[K+].[K+].[CH2:18](Br)[C:19]1[CH:24]=[CH:23][CH:22]=[CH:21][CH:20]=1>CN(C)C(=O)C>[CH2:18]([O:8][C:7]1[CH:6]=[CH:5][C:4]([C:9](=[O:11])[CH3:10])=[CH:3][C:2]=1[OH:1])[C:19]1[CH:24]=[CH:23][CH:22]=[CH:21][CH:20]=1 |f:1.2.3|. Procedure: To a solution of 3′,4′-dihydroxyacetophenone (25.4 g) in N,N-dimethylacetamide (420 mL) were added potassium carbonate (23.1 g) and benzyl bromide (19.9 mL) under ice-cooling, and the mixture was stirred at room temperature for 90 minutes. An insoluble was filtered, and then diluted with ethyl acetate. The organic layer was sequentially washed with water and saturated saline, dried over magnesium sulfate, and then concentrated under reduced pressure. The resulting residue was purified by silica ... Reactants: [Li] (lithium), C(C1=CC=CC=C1)OC=1C=C(C#N)C=CC1C1=CC=CC=C1 (3-benzyloxy-4-phenylbenzonitrile). Run in O1CCCC1 (tetrahydrofuran), O1CCCC1 (tetrahydrofuran). Conditions: temperature 60 celsius, time 3 hour. Yields the product C(C1=CC=CC=C1)OC1=C(C=CC(=C1)CN)C1=CC=CC=C1 (2-Benzyloxybiphenyl-4-ylmethylamine). The yield is 97.1%. As a reaction SMILES: [Li].[CH2:2]([O:9][C:10]1[CH:11]=[C:12]([CH:15]=[CH:16][C:17]=1[C:18]1[CH:23]=[CH:22][CH:21]=[CH:20][CH:19]=1)[C:13]#[N:14])[C:3]1[CH:8]=[CH:7][CH:6]=[CH:5][CH:4]=1>O1CCCC1>[CH2:2]([O:9][C:10]1[CH:11]=[C:12]([CH2:13][NH2:14])[CH:15]=[CH:16][C:17]=1[C:18]1[CH:23]=[CH:22][CH:21]=[CH:20][CH:19]=1)[C:3]1[CH:4]=[CH:5][CH:6]=[CH:7][CH:8]=1 |^1:0|. Procedure details: To a suspension of lithium alminiumhydride (0.399 g) in tetrahydrofuran (45 mL) was added dropwise a solution of 3-benzyloxy-4-phenylbenzonitrile (2.00 g) in tetrahydrofuran (25 mL) at room temperature, and the resulting mixture was stirred at 60° C. for 3 hours. The reaction mixture was cooled to room temperature and then quenched by sequential addition of water (0.399 mL), 15% aqueous sodium hydroxide (0.399 mL) and water (0.399 mL). After addition of anhydrous sodium sulfate (20 g), the mixtu... The reactants are N[C@H](C(=O)OC(C)(C)C)CSC[C@@H](COC(NCCCCCCCCCC)=O)OC(NCCCCCCCCCC)=O ((R)-tert-butyl 2-amino-3-((R)-2,3-bis(decylcarbamoyloxy)propylthio)propanoate), CCN(C(C)C)C(C)C (DIEA), C(CCCCCCCCCCCCCCC)(=O)Cl (palmitoyl chloride). Run in C(Cl)Cl (DCM). Reaction conditions: time 16 hour. The product is C(CCCCCCCCC)NC(=O)O[C@@H](CSC[C@@H](C(=O)OC(C)(C)C)NC(CCCCCCCCCCCCCCC)=O)COC(NCCCCCCCCCC)=O ((R)-tert-butyl 3-((R)-2,3-bis(decylcarbamoyloxy)propylthio)-2-palmitamidopropanoate). As a reaction SMILES: [NH2:1][C@@H:2]([CH2:10][S:11][CH2:12][C@H:13]([O:29][C:30](=[O:42])[NH:31][CH2:32][CH2:33][CH2:34][CH2:35][CH2:36][CH2:37][CH2:38][CH2:39][CH2:40][CH3:41])[CH2:14][O:15][C:16](=[O:28])[NH:17][CH2:18][CH2:19][CH2:20][CH2:21][CH2:22][CH2:23][CH2:24][CH2:25][CH2:26][CH3:27])[C:3]([O:5][C:6]([CH3:9])([CH3:8])[CH3:7])=[O:4].CCN(C(C)C)C(C)C.[C:52](Cl)(=[O:68])[CH2:53][CH2:54][CH2:55][CH2:56][CH2:57][CH2:58][CH2:59][CH2:60][CH2:61][CH2:62][CH2:63][CH2:64][CH2:65][CH2:66][CH3:67]>C(Cl)Cl>[CH2:32]([NH:31][C:30]([O:29][C@H:13]([CH2:14][O:15][C:16](=[O:28])[NH:17][CH2:18][CH2:19][CH2:20][CH2:21][CH2:22][CH2:23][CH2:24][CH2:25][CH2:26][CH3:27])[CH2:12][S:11][CH2:10][C@H:2]([NH:1][C:52](=[O:68])[CH2:53][CH2:54][CH2:55][CH2:56][CH2:57][CH2:58][CH2:59][CH2:60][CH2:61][CH2:62][CH2:63][CH2:64][CH2:65][CH2:66][CH3:67])[C:3]([O:5][C:6]([CH3:7])([CH3:8])[CH3:9])=[O:4])=[O:42])[CH2:33][CH2:34][CH2:35][CH2:36][CH2:37][CH2:38][CH2:39][CH2:40][CH3:41]. Procedure details: To a solution of (R)-tert-butyl 2-amino-3-((R)-2,3-bis(decylcarbamoyloxy)propylthio)propanoate in dry DCM (0.1 M) at 0° C. was added DIEA (1.2 eq) and palmitoyl chloride (1.1 eq). The reaction was allowed to warm to room temperature then stirred for 16 hours. The crude reaction was then concentrated and purified by flash chromatography on a COMBIFLASH® system (ISCO) using a gradient 0-60% EtOAc/Hex to afford the title compound as a white solid. The reactants are O=C([O-])[O-], ClCCl, ClCc1c(Cl)cncc1Cl, [Na+], [Na+]. The product is [O-][n+]1cc(Cl)c(CCl)c(Cl)c1. Reaction SMILES: [C:11]([O-:12])(=[O:13])[O-:14].[Cl:17][CH2:18][Cl:19].[Cl:1][c:2]1[cH:3][n:4][cH:5][c:6]([Cl:10])[c:7]1[CH2:8][Cl:9].[Na+:15].[Na+:16]>>[Cl:1][c:2]1[cH:3][n+:4]([O-:12])[cH:5][c:6]([Cl:10])[c:7]1[CH2:8][Cl:9].